Task: describe an organic reaction: reactants, conditions, products, and yield. Dataset: the Open Reaction Database (ORD), a public repository of structured organic reaction records Reactants: CC(C)(C)OC(=O)N1CCc2ccc(C#N)cc2CC1, O=C([O-])O, CCO, Cl, NO, [Na+]. Product: CC(C)(C)OC(=O)N1CCc2ccc(C(=N)NO)cc2CC1. Reaction SMILES: [C:1](#[N:2])[c:3]1[cH:4][c:5]2[c:6]([cH:19][cH:20]1)[CH2:7][CH2:8][N:9]([C:12](=[O:13])[O:14][C:15]([CH3:16])([CH3:17])[CH3:18])[CH2:10][CH2:11]2.[C:24](=[O:25])([OH:26])[O-:27].[CH3:29][CH2:30][OH:31].[ClH:21].[NH2:22][OH:23].[Na+:28]>>[C:1](=[NH:2])([c:3]1[cH:4][c:5]2[c:6]([cH:19][cH:20]1)[CH2:7][CH2:8][N:9]([C:12](=[O:13])[O:14][C:15]([CH3:16])([CH3:17])[CH3:18])[CH2:10][CH2:11]2)[NH:22][OH:23]. The reactants are ClCCCBr, O=C([O-])[O-], CC#N, [K+], [K+], COc1cc(O)ccc1C(C)=O. Product: COc1cc(OCCCCl)ccc1C(C)=O. RXN SMILES: [Br:13][CH2:14][CH2:15][CH2:16][Cl:17].[C:18](=[O:19])([O-:20])[O-:21].[CH3:24][C:25]#[N:26].[K+:22].[K+:23].[OH:1][c:2]1[cH:3][c:4]([O:11][CH3:12])[c:5]([C:8]([CH3:9])=[O:10])[cH:6][cH:7]1>>[O:1]([c:2]1[cH:3][c:4]([O:11][CH3:12])[c:5]([C:8]([CH3:9])=[O:10])[cH:6][cH:7]1)[CH2:14][CH2:15][CH2:16][Cl:17]. Starting materials: ClC1=C(C(=CC(=C1)C(F)(F)F)Cl)N1NC(=CC1=O)C#N (1-(2,6-dichloro-4-trifluoromethylphenyl)-3-cyanopyrazol-5-one), N1=CC=CC=C1 (pyridine), FC(SCl)(F)F (trifluoromethanesulfenyl chloride). The solvent is ClCCl (dichloromethane). Conditions: time 3 hour. Product: ClC1=C(C(=CC(=C1)C(F)(F)F)Cl)N1N=C(C(=C1O)SC(F)(F)F)C#N (1-(2,6-Dichloro-4-trifluoromethylphenyl)-3-cyano-4-trifluoromethylsulfenyl-5-hydroxypyrazole). Isolated yield 12.1%. RXN SMILES: [Cl:1][C:2]1[CH:7]=[C:6]([C:8]([F:11])([F:10])[F:9])[CH:5]=[C:4]([Cl:12])[C:3]=1[N:13]1[C:17](=[O:18])[CH:16]=[C:15]([C:19]#[N:20])[NH:14]1.N1C=CC=CC=1.[F:27][C:28]([F:32])([F:31])[S:29]Cl>ClCCl>[Cl:12][C:4]1[CH:5]=[C:6]([C:8]([F:10])([F:9])[F:11])[CH:7]=[C:2]([Cl:1])[C:3]=1[N:13]1[C:17]([OH:18])=[C:16]([S:29][C:28]([F:32])([F:31])[F:27])[C:15]([C:19]#[N:20])=[N:14]1. Procedure details: To a solution of 0.25 g (0.78 mmole) of 1-(2,6-dichloro-4-trifluoromethylphenyl)-3-cyanopyrazol-5-one in 15 ml of dichloromethane and 0.069 ml (0.86 mmole) of pyridine, cooled to -70° C. and kept under nitrogen, was added 0.1 ml (1.0 mmole) of trifluoromethanesulfenyl chloride. After stirring for 3 hrs., the reaction was allowed to warm to ambient temperature. The excess of trifluoromethanesulfenyl chloride was removed and the reaction mixture was diluted with ethyl acetate, washed with water, d... Reactants: Cl, C1COCCO1, CC(C)(C)OC(=O)N1CCC(c2c[nH]c3ccccc23)CC1. Yields the product Cl, c1ccc2c(C3CCNCC3)c[nH]c2c1. As a reaction SMILES: [ClH:23].[O:24]1[CH2:25][CH2:26][O:27][CH2:28][CH2:29]1.[nH:1]1[cH:2][c:3]([CH:10]2[CH2:11][CH2:12][N:13]([C:16]([O:17][C:18]([CH3:19])([CH3:20])[CH3:21])=[O:22])[CH2:14][CH2:15]2)[c:4]2[cH:5][cH:6][cH:7][cH:8][c:9]12>>[ClH:23].[nH:1]1[cH:2][c:3]([CH:10]2[CH2:11][CH2:12][NH:13][CH2:14][CH2:15]2)[c:4]2[cH:5][cH:6][cH:7][cH:8][c:9]12. Reactants: ClCCl, Cc1cc(I)c(N=C=O)c(F)c1F, CC(C)(C)OC(=O)N1CCC(N)CC1. Yields the product Cc1cc(I)c(NC(=O)NC2CCN(C(=O)OC(C)(C)C)CC2)c(F)c1F. Reaction SMILES: [Cl:28][CH2:29][Cl:30].[F:1][c:2]1[c:3]([N:11]=[C:12]=[O:13])[c:4]([I:10])[cH:5][c:6]([CH3:9])[c:7]1[F:8].[NH2:14][CH:15]1[CH2:16][CH2:17][N:18]([C:21](=[O:22])[O:23][C:24]([CH3:25])([CH3:26])[CH3:27])[CH2:19][CH2:20]1>>[F:1][c:2]1[c:3]([NH:11][C:12](=[O:13])[NH:14][CH:15]2[CH2:16][CH2:17][N:18]([C:21](=[O:22])[O:23][C:24]([CH3:25])([CH3:26])[CH3:27])[CH2:19][CH2:20]2)[c:4]([I:10])[cH:5][c:6]([CH3:9])[c:7]1[F:8]. Reactants: CCc1cc(-c2cncc(C(=O)O)c2)c(C)[nH]c1=O, CCNCC. The product is CCc1cc(-c2cncc(C(=O)N(CC)CC)c2)c(C)[nH]c1=O. As a reaction SMILES: [CH2:1]([CH3:2])[c:3]1[cH:4][c:5](-[c:11]2[cH:12][n:13][cH:14][c:15]([C:17](=[O:18])[OH:19])[cH:16]2)[c:6]([CH3:10])[nH:7][c:8]1=[O:9].[CH2:20]([CH3:21])[NH:22][CH2:23][CH3:24]>>[CH2:1]([CH3:2])[c:3]1[cH:4][c:5](-[c:11]2[cH:12][n:13][cH:14][c:15]([C:17](=[O:19])[N:22]([CH2:20][CH3:21])[CH2:23][CH3:24])[cH:16]2)[c:6]([CH3:10])[nH:7][c:8]1=[O:9].